This data is from the Open Reaction Database (ORD), a public repository of structured organic reaction records. The task is: describe an organic reaction: reactants, conditions, products, and yield The reactants are C(C)C1C(CC(C(C(OC(C2CCCCN2C(C(C2(C(CC(C(C(CC(CC(=C1)C)C)OC)O2)OC)C)O)=O)=O)=O)C(=CC2CC(C(CC2)OC=2C=C1C=CN(C1=CC2)C)OCC=C)C)C)O)=O (17-ethyl-1,14-dihydroxy-12-[2'-(4"-(1-N-methyl-5-indolyl)oxy-3"-allyloxycyclohexyl)-1'-methylvinyl]-23,25-dimethoxy-13,19,21,27-tetramethyl-11,28-dioxa-4-azatricyclo[22.3.1.04,9 ]octacos-18-ene-2,3,10,16-tetraone), [H][H] (hydrogen). The reagents and catalysts are [Rh] (rhodium on carbon). Run in C(C)(=O)OCC (ethyl acetate). The product is C(C)C1C(CC(C(C(OC(C2CCCCN2C(C(C2(C(CC(C(C(CC(CC(=C1)C)C)OC)O2)OC)C)O)=O)=O)=O)C(=CC2CC(C(CC2)OC=2C=C1C=CN(C1=CC2)C)OCCC)C)C)O)=O (17-Ethyl-1,14-dihydroxy-12-[2'-(4"-(1-N-methyl-5-indolyl)oxy-3"-n-propyloxycyclohexyl)-1'-methylvinyl]-23,25-dimethoxy-13,19,21,27-tetramethyl-11,28-dioxa-4-azatricyclo[22.3.1.04,9 ]octacos-18-ene-2,3,10,16-tetraone). Yield: 71.3%. As a reaction SMILES: [CH2:1]([CH:3]1[CH:29]=[C:28]([CH3:30])[CH2:27][CH:26]([CH3:31])[CH2:25][CH:24]([O:32][CH3:33])[CH:23]2[O:34][C:19]([OH:38])([CH:20]([CH3:37])[CH2:21][CH:22]2[O:35][CH3:36])[C:18](=[O:39])[C:17](=[O:40])[N:16]2[CH:11]([CH2:12][CH2:13][CH2:14][CH2:15]2)[C:10](=[O:41])[O:9][CH:8]([C:42]([CH3:65])=[CH:43][CH:44]2[CH2:49][CH2:48][CH:47]([O:50][C:51]3[CH:52]=[C:53]4[C:57](=[CH:58][CH:59]=3)[N:56]([CH3:60])[CH:55]=[CH:54]4)[CH:46]([O:61][CH2:62][CH:63]=[CH2:64])[CH2:45]2)[CH:7]([CH3:66])[CH:6]([OH:67])[CH2:5][C:4]1=[O:68])[CH3:2].[H][H]>C(OCC)(=O)C.[Rh]>[CH2:1]([CH:3]1[CH:29]=[C:28]([CH3:30])[CH2:27][CH:26]([CH3:31])[CH2:25][CH:24]([O:32][CH3:33])[CH:23]2[O:34][C:19]([OH:38])([CH:20]([CH3:37])[CH2:21][CH:22]2[O:35][CH3:36])[C:18](=[O:39])[C:17](=[O:40])[N:16]2[CH:11]([CH2:12][CH2:13][CH2:14][CH2:15]2)[C:10](=[O:41])[O:9][CH:8]([C:42]([CH3:65])=[CH:43][CH:44]2[CH2:49][CH2:48][CH:47]([O:50][C:51]3[CH:52]=[C:53]4[C:57](=[CH:58][CH:59]=3)[N:56]([CH3:60])[CH:55]=[CH:54]4)[CH:46]([O:61][CH2:62][CH2:63][CH3:64])[CH2:45]2)[CH:7]([CH3:66])[CH:6]([OH:67])[CH2:5][C:4]1=[O:68])[CH3:2]. Reported procedure: To a solution of 17-ethyl-1,14-dihydroxy-12-[2'-(4"-(1-N-methyl-5-indolyl)oxy-3"-allyloxycyclohexyl)-1'-methylvinyl]-23,25-dimethoxy-13,19,21,27-tetramethyl-11,28-dioxa-4-azatricyclo[22.3.1.04,9 ]octacos-18-ene-2,3,10,16-tetraone (14 mg) in ethyl acetate (400 μl) was added rhodium on carbon (4 mg). The flask was filled with hydrogen, and the mixture was stirred at room temperature. After 1.5 hours the mixture was filtered through Celite then the solvent was removed in vacuo. Purification by flas... Reactants: CC1(OC[C@@H](O1)CON)C (O—((R)-2,2-dimethyl-[1,3]dioxolan-4-ylmethyl)-hydroxylamine), CCN=C=NCCCN(C)C (EDCI), C=1C=CC2=C(C1)N=NN2O (HOBt), BrC1=C2C(=CN=C1)N(C(=C2)C(=O)[O-])CC2=C(C=C(C=C2)I)F.[Na+] (sodium 4-bromo-1-(2-fluoro-4-iodo-benzyl)-1H-pyrrolo[2,3-c]pyridine-2-carboxylate), CCN(C(C)C)C(C)C (DIPEA). The solvent is C(C)(=O)OCC (ethyl acetate), C1CCOC1 (THF), C1CCOC1 (THF). Reaction conditions: time 70 hour. Product: CC1(OC[C@@H](O1)CONC(=O)C1=CC=2C(=CN=CC2Br)N1CC1=C(C=C(C=C1)I)F)C (4-Bromo-1-(2-fluoro-4-iodo-benzyl)-1H-pyrrolo[2,3-c]pyridine-2-carboxylic acid ((R)-2,2-dimethyl-[1,3]-dioxolan-4-ylmethoxy)-amide). Yield: 68.6%. RXN SMILES: CCN=C=NCCCN(C)C.C1C=CC2N(O)N=NC=2C=1.[Br:22][C:23]1[CH:28]=[N:27][CH:26]=[C:25]2[N:29]([CH2:35][C:36]3[CH:41]=[CH:40][C:39]([I:42])=[CH:38][C:37]=3[F:43])[C:30]([C:32]([O-])=[O:33])=[CH:31][C:24]=12.[Na+].[CH3:45][C:46]1([CH3:54])[O:50][C@@H:49]([CH2:51][O:52][NH2:53])[CH2:48][O:47]1.CCN(C(C)C)C(C)C>C1COCC1.C(OCC)(=O)C>[CH3:45][C:46]1([CH3:54])[O:50][C@@H:49]([CH2:51][O:52][NH:53][C:32]([C:30]2[N:29]([CH2:35][C:36]3[CH:41]=[CH:40][C:39]([I:42])=[CH:38][C:37]=3[F:43])[C:25]3=[CH:26][N:27]=[CH:28][C:23]([Br:22])=[C:24]3[CH:31]=2)=[O:33])[CH2:48][O:47]1 |f:2.3|. Procedure: EDCI (99 mg, 0.52 mmol) and HOBt (78 mg, 0.58 mmol) were added to a suspension of sodium 4-bromo-1-(2-fluoro-4-iodo-benzyl)-1H-pyrrolo[2,3-c]pyridine-2-carboxylate (0.23 g, 0.41 mmol) in THF (4 ml). The suspension was warmed gently for 1 minute before the addition of a solution of O—((R)-2,2-dimethyl-[1,3]dioxolan-4-ylmethyl)-hydroxylamine (85 mg, 0.58 mmol) in THF (1 ml), followed by DIPEA (73 μl, 0.42 mmol). The reaction mixture was stirred at room temperature for 70 hours, poured into ethyl a... Reactants: Cc1cc(C(F)(C(F)(F)F)C(F)(F)F)cc(C)c1NC(=O)c1cc(C#N)cc([N+](=O)[O-])c1, CC(C)O, Cl, Cl[Sn](Cl)(Cl)Cl. Yields the product Cc1cc(C(F)(C(F)(F)F)C(F)(F)F)cc(C)c1NC(=O)c1cc(N)cc(C#N)c1. As a reaction SMILES: [C:1](#[N:2])[c:3]1[cH:4][c:5]([C:6](=[O:7])[NH:8][c:9]2[c:10]([CH3:26])[cH:11][c:12]([C:16]([C:17]([F:18])([F:19])[F:20])([C:21]([F:22])([F:23])[F:24])[F:25])[cH:13][c:14]2[CH3:15])[cH:27][c:28]([N+:30]([O-:31])=[O:32])[cH:29]1.[CH:39]([OH:40])([CH3:41])[CH3:42].[ClH:38].[Sn:33]([Cl:34])([Cl:35])([Cl:36])[Cl:37]>>[C:1](#[N:2])[c:3]1[cH:4][c:5]([C:6](=[O:7])[NH:8][c:9]2[c:10]([CH3:26])[cH:11][c:12]([C:16]([C:17]([F:18])([F:19])[F:20])([C:21]([F:22])([F:23])[F:24])[F:25])[cH:13][c:14]2[CH3:15])[cH:27][c:28]([NH2:30])[cH:29]1. Starting materials: BrC=1C=NC2=CC=C(C=C2C1)CC1=NN=C2N1N=C(C=C2)C (3-bromo-6-(6-methyl-[1,2,4]triazolo[4,3-b]pyridazin-3-ylmethyl)-quinoline), C(C)(C)(C)OC(=O)N1CC(C1)CN1N=CC(=C1)C1OC(C(O1)(C)C)(C)C (3-[4-(4,4,5,5-tetramethyl-[1,3]dioxolan-2-yl)-pyrazol-1-ylmethyl]-azetidine-1-carboxylic acid tert-butyl ester), C(=O)([O-])[O-].[K+].[K+] (K2CO3), O1CCOCC1 (dioxane). Reagents/catalysts: C1=CC=C(C=C1)[PH+](C2=CC=CC=C2)[C]3[CH][CH][CH][CH]3.C1=CC=C(C=C1)[PH+](C2=CC=CC=C2)[C]3[CH][CH][CH][CH]3.C(Cl)Cl.Cl[Pd]Cl.[Fe] (dichloro[1,1′-bis(diphenylphosphino)ferrocene]palladium(II) dichloromethane adduct). Run in O (water). Product: C(C)(C)(C)OC(=O)N1CC(C1)CN1N=CC(=C1)C=1C=NC2=CC=C(C=C2C1)CC1=NN=C2N1N=C(C=C2)C (3-{4-[6-(6-Methyl-[1,2,4]triazolo[4,3-b]pyridazin-3-ylmethyl)-quinolin-3-yl]-pyrazol-1-ylmethyl}-azetidine-1-carboxylic acid tert-butyl ester). Isolated yield 27.4%. As a reaction SMILES: Br[C:2]1[CH:3]=[N:4][C:5]2[C:10]([CH:11]=1)=[CH:9][C:8]([CH2:12][C:13]1[N:17]3[N:18]=[C:19]([CH3:22])[CH:20]=[CH:21][C:16]3=[N:15][N:14]=1)=[CH:7][CH:6]=2.[C:23]([O:27][C:28]([N:30]1[CH2:33][CH:32]([CH2:34][N:35]2[CH:39]=[C:38](C3OC(C)(C)C(C)(C)O3)[CH:37]=[N:36]2)[CH2:31]1)=[O:29])([CH3:26])([CH3:25])[CH3:24].C([O-])([O-])=O.[K+].[K+].O1CCOCC1>C1C=CC([PH+]([C]2[CH][CH][CH][CH]2)C2C=CC=CC=2)=CC=1.C1C=CC([PH+]([C]2[CH][CH][CH][CH]2)C2C=CC=CC=2)=CC=1.C(Cl)Cl.Cl[Pd]Cl.[Fe].O>[C:23]([O:27][C:28]([N:30]1[CH2:31][CH:32]([CH2:34][N:35]2[CH:39]=[C:38]([C:2]3[CH:3]=[N:4][C:5]4[C:10]([CH:11]=3)=[CH:9][C:8]([CH2:12][C:13]3[N:17]5[N:18]=[C:19]([CH3:22])[CH:20]=[CH:21][C:16]5=[N:15][N:14]=3)=[CH:7][CH:6]=4)[CH:37]=[N:36]2)[CH2:33]1)=[O:29])([CH3:26])([CH3:24])[CH3:25] |f:2.3.4,6.7.8.9.10,^1:65,66,67,68,69,83,84,85,86,87|. Reported procedure: To a microwave vessel was added 3-bromo-6-(6-methyl-[1,2,4]triazolo[4,3-b]pyridazin-3-ylmethyl)-quinoline (476 mg, 1.35 mmol, 1 equiv), 3-[4-(4,4,5,5-tetramethyl-[1,3]dioxolan-2-yl)-pyrazol-1-ylmethyl]-azetidine-1-carboxylic acid tert-butyl ester (1.2 g, 3.37 mmol, 2.5 equiv), K2CO3 (393 mg, 2.84 mmol, 2.0 equiv) followed by dioxane (12 mL) and water (6 mL). The solution was degassed with nitrogen for 10 min and then dichloro[1,1′-bis(diphenylphosphino)ferrocene]palladium(II) dichloromethane add... The reactants are CC1=CC=C(CSCC(=O)OCC)C=C1 (ethyl (4-methylbenzylthio)acetate), CC[O-].[Na+] (sodium ethylate), SCC(=O)OCC (ethyl 2-mercaptoacetate), BrCC1=C(C=CC=C1)C (2-bromomethyltoluene), ethanolic solution. Run in C(C)O (ethanol). Product: CC1=C(CSCC(=O)OCC)C=CC=C1 (Ethyl (2-methylbenzylthio)acetate). As a reaction SMILES: C[C:2]1[CH:15]=[CH:14][C:5]([CH2:6][S:7][CH2:8][C:9]([O:11][CH2:12][CH3:13])=[O:10])=[CH:4][CH:3]=1.Br[CH2:17]C1C=CC=CC=1C.CC[O-].[Na+].SCC(OCC)=O>C(O)C>[CH3:17][C:4]1[CH:3]=[CH:2][CH:15]=[CH:14][C:5]=1[CH2:6][S:7][CH2:8][C:9]([O:11][CH2:12][CH3:13])=[O:10] |f:2.3|. Procedure details: The procedure is as in Example 29 for the preparation of ethyl (4-methylbenzylthio)acetate, starting with 2-bromomethyltoluene (10 g), a 2M ethanolic solution of sodium ethylate (30 cc) and ethyl 2-mercaptoacetate (6.5 g), in ethanol (100 cc). Ethyl (2-methylbenzylthio)acetate (8.9 g) is thereby obtained, and is used in the crude state in the subsequent syntheses. Reactants: O[C@H]1C[C@H]2[C@H](C[C@H]3[C@@H]4CC[C@H]([C@@H](CCC(C(C)C)=O)C)[C@]4(CC[C@@H]3[C@]2(CC1)C)C)O (3α,6α-dihydroxy-5β-cholestan-24-one), [BH4-].[Na+] (sodium borohydride). The solvent is CO (methanol). Run at time 1 hour. Product: O[C@H]1C[C@H]2[C@H](C[C@H]3[C@@H]4CC[C@H]([C@@H](CCC(C(C)C)O)C)[C@]4(CC[C@@H]3[C@]2(CC1)C)C)O (3α,6α,24-trihydroxy-5β-cholestane). Yield: 76.6%. As a reaction SMILES: [OH:1][C@@H:2]1[CH2:27][CH2:26][C@@:25]2([CH3:28])[C@H:4]([C@@H:5]([OH:30])[CH2:6][C@@H:7]3[C@@H:24]2[CH2:23][CH2:22][C@@:21]2([CH3:29])[C@H:8]3[CH2:9][CH2:10][C@@H:11]2[C@H:12]([CH3:20])[CH2:13][CH2:14][C:15](=[O:19])[CH:16]([CH3:18])[CH3:17])[CH2:3]1.[BH4-].[Na+]>CO>[OH:1][C@@H:2]1[CH2:27][CH2:26][C@@:25]2([CH3:28])[C@H:4]([C@@H:5]([OH:30])[CH2:6][C@@H:7]3[C@@H:24]2[CH2:23][CH2:22][C@@:21]2([CH3:29])[C@H:8]3[CH2:9][CH2:10][C@@H:11]2[C@H:12]([CH3:20])[CH2:13][CH2:14][CH:15]([OH:19])[CH:16]([CH3:18])[CH3:17])[CH2:3]1 |f:1.2|. Reported procedure: To the solution of 3α,6α-dihydroxy-5β-cholestan-24-one (2.6 g) in methanol (200 ml) was added sodium borohydride (2 g) and stirred for one hour under cooling with ice. After decomposition of excess sodium borohydride with aqueous solution of acetic acid, the mixture was evaporated to reduce the volume to about 100 ml and the residue was extracted with ethyl acetate. The ethyl acetate layer was washed with water, dried over magnesium sulfate and evaporated to give 2.0 g of 3α,6α,24-trihydroxy-5β-... Reaction SMILES: [CH3:1][O:2][C:3]1[CH:10]=[CH:9][C:8]([N:11]2[C:15]([C:16]([F:19])([F:18])[F:17])=[N:14][N:13]=[N:12]2)=[CH:7][C:4]=1[CH:5]=O.[CH3:20][NH2:21]>ClCCl.C(O)C.C(O)(=O)C>[CH3:1][O:2][C:3]1[CH:10]=[CH:9][C:8]([N:11]2[C:15]([C:16]([F:19])([F:18])[F:17])=[N:14][N:13]=[N:12]2)=[CH:7][C:4]=1[CH2:5][NH:21][CH3:20]. Yields the product COC1=C(CNC)C=C(C=C1)N1N=NN=C1C(F)(F)F (N-{2-methoxy-5-(5-trifluromethyltetrazole-1-yl)benzyl}-N-methylamine). Reported procedure: In 40 ml of dichloromethane was dissolved 2.72 g of 2-methoxy-5-(5-trifluoromethyltetrazole-1-yl)benzaldehyde, and added thereto was 2.5 ml of 8 M methylamine in ethanol solution, 0.572 ml of acetic acid and 3.12 g of triacetoxy sodium borohydride, the mixture was stirred at room temperature for 6 hours. The reaction mixture was washed with saturated aqueous sodium hydrocarbonate solution, and the organic layers were dried and concentrate. The residue was purified by silica gel column chromatogr... Run in ClCCl (dichloromethane), C(C)O (ethanol), C(C)(=O)O (acetic acid). Reactants: COC1=C(C=O)C=C(C=C1)N1N=NN=C1C(F)(F)F (2-methoxy-5-(5-trifluoromethyltetrazole-1-yl)benzaldehyde), CN (methylamine), triacetoxy sodium borohydride. Conditions: time 6 hour. Reactants: CC(C)(C)OC(=O)N1CCc2cc(S)c(C(C)(C)C)cc21, ClC(Cl)(Cl)Cl, CCOC(C)=O, Cc1ccc(S(=O)(=O)Br)cc1, c1ccncc1. The product is Cc1ccc(S(=O)(=O)Sc2cc3c(cc2C(C)(C)C)N(C(=O)OC(C)(C)C)CC3)cc1. RXN SMILES: [C:1]([CH3:2])([CH3:3])([CH3:4])[O:5][C:6](=[O:7])[N:8]1[CH2:9][CH2:10][c:11]2[cH:12][c:13]([SH:21])[c:14]([C:17]([CH3:18])([CH3:19])[CH3:20])[cH:15][c:16]21.[C:39]([Cl:40])([Cl:41])([Cl:42])[Cl:43].[CH3:44][CH2:45][O:46][C:47]([CH3:48])=[O:49].[S:28](=[O:29])(=[O:30])([c:31]1[cH:32][cH:33][c:34]([CH3:35])[cH:36][cH:37]1)[Br:38].[cH:22]1[cH:23][cH:24][n:25][cH:26][cH:27]1>>[C:1]([CH3:2])([CH3:3])([CH3:4])[O:5][C:6](=[O:7])[N:8]1[CH2:9][CH2:10][c:11]2[cH:12][c:13]([S:21][S:28](=[O:29])(=[O:30])[c:31]3[cH:32][cH:33][c:34]([CH3:35])[cH:36][cH:37]3)[c:14]([C:17]([CH3:18])([CH3:19])[CH3:20])[cH:15][c:16]21.